Task: describe an organic reaction: reactants, conditions, products, and yield. Dataset: the Open Reaction Database (ORD), a public repository of structured organic reaction records The reactants are [N+](=O)([O-])C=1C=C(OC2=CC=NC3=CC(=C(C=C23)OC)OC)C=CC1[N+](=O)[O-] (4-(3,4-Dinitrophenoxy)-6,7-dimethoxyquinoline), CC(=O)O (HOAc). The reagents and catalysts are [Zn] (zinc). Run in C1CCOC1 (THF). Reaction conditions: time 3 hour. Yields the product COC=1C=C2C(=CC=NC2=CC1OC)OC=1C=C(C(=CC1)N)N (4-(6,7-Dimethoxyquinolin-4-yloxy)-benzene-1,2-diamine). Reaction SMILES: [N+:1]([C:4]1[CH:5]=[C:6]([CH:22]=[CH:23][C:24]=1[N+:25]([O-])=O)[O:7][C:8]1[C:17]2[C:12](=[CH:13][C:14]([O:20][CH3:21])=[C:15]([O:18][CH3:19])[CH:16]=2)[N:11]=[CH:10][CH:9]=1)([O-])=O.CC(O)=O>C1COCC1.[Zn]>[CH3:19][O:18][C:15]1[CH:16]=[C:17]2[C:12](=[CH:13][C:14]=1[O:20][CH3:21])[N:11]=[CH:10][CH:9]=[C:8]2[O:7][C:6]1[CH:5]=[C:4]([NH2:1])[C:24]([NH2:25])=[CH:23][CH:22]=1. Reported procedure: 4-(3,4-Dinitrophenoxy)-6,7-dimethoxyquinoline (Step a, 0.256 g) was dissolved in THF (40 mL) and HOAc (1 mL) was added followed by zinc dust (1.3 g). Mixture was stirred at RT for 3 h and filtered through a Celite® pad. Solvent was evaporated and residue was washed with NaOH 1 M and extracted with EtOAc. The organic phase was dried, filtered and evaporated to give the title compound. The reactants are O (water), ClC(C(=O)OCC)(F)F (Ethyl chlorodifluoroacetate), C(C1=CC=CC=C1)OC1=CC=C(C=C1)O (4-(benzyloxy)phenol), C([O-])([O-])=O.[K+].[K+] (potassium carbonate), ClC(C(=O)OCC)(F)F (ethyl chlorodifluoroacetate), C([O-])([O-])=O.[K+].[K+] (potassium carbonate), ClC(C(=O)OCC)(F)F (ethyl chlorodifluoroacetate), C([O-])([O-])=O.[K+].[K+] (potassium carbonate). Solvent: CN(C=O)C (dimethylformamide). Conditions: temperature 80 celsius, time 18 hour. The product is C(C1=CC=CC=C1)OC1=CC=C(C=C1)OC(F)F (1-Benzyloxy-4-(difluoromethoxy)benzene). Isolated yield 26.7%. As a reaction SMILES: Cl[C:2]([F:9])([F:8])C(OCC)=O.[CH2:10]([O:17][C:18]1[CH:23]=[CH:22][C:21]([OH:24])=[CH:20][CH:19]=1)[C:11]1[CH:16]=[CH:15][CH:14]=[CH:13][CH:12]=1.C(=O)([O-])[O-].[K+].[K+].O>CN(C)C=O>[CH2:10]([O:17][C:18]1[CH:19]=[CH:20][C:21]([O:24][CH:2]([F:9])[F:8])=[CH:22][CH:23]=1)[C:11]1[CH:12]=[CH:13][CH:14]=[CH:15][CH:16]=1 |f:2.3.4|. Procedure details: Ethyl chlorodifluoroacetate (25 mL, 0.20 mol) was added to 4-(benzyloxy)phenol (20.10 g, 0.10 mol), and potassium carbonate (41.90 g, 0.30 mol) in dimethylformamide (200 mL) and the mixture was stirred at 80° C. for 18 h. Additional ethyl chlorodifluoroacetate (12.7 mL, 0.10 mol) and potassium carbonate (27.74 g, 0.20 mol) were added and the mixture was stirred at 80° C. for 6 h. Additional ethyl chlorodifluoroacetate (12.7 mL, 0.10 mol) and potassium carbonate (27.74 g, 0.20 mol) were added and... Starting materials: CuBr, IC1=CC(=CC=C1)OC (1-iodo-3-methoxybenzene), N1C=CC2=C(C=CC=C12)CN1CCC(CC1)C=1C=C(C=CC1)NC(C(C)C)=O (N-{3-[1-(1H-indol-4-ylmethyl)-4-piperidinyl]phenyl}-2-methylpropanamide). Procedure details: Prepared by Procedure C and Scheme Q1, with CuBr in place of Cu, using 1-iodo-3-methoxybenzene and N-{3-[1-(1H-indol-4-ylmethyl)-4-piperidinyl]phenyl}-2-methylpropanamide: ESMS m/e: 482.3 (M+H)+. Product: COC=1C=C(C=CC1)N1C=CC2=C(C=CC=C12)CN1CCC(CC1)C=1C=C(C=CC1)NC(C(C)C)=O (N-[3-(1-{[1-(3-METHOXYPHENYL)-1H-INDOL-4-YL]METHYL}-4-PIPERIDINYL)PHENYL]-2-METHYLPROPANAMIDE). As a reaction SMILES: I[C:2]1[CH:7]=[CH:6][CH:5]=[C:4]([O:8][CH3:9])[CH:3]=1.[NH:10]1[C:18]2[C:13](=[C:14]([CH2:19][N:20]3[CH2:25][CH2:24][CH:23]([C:26]4[CH:27]=[C:28]([NH:32][C:33](=[O:37])[CH:34]([CH3:36])[CH3:35])[CH:29]=[CH:30][CH:31]=4)[CH2:22][CH2:21]3)[CH:15]=[CH:16][CH:17]=2)[CH:12]=[CH:11]1>>[CH3:9][O:8][C:4]1[CH:3]=[C:2]([N:10]2[C:18]3[C:13](=[C:14]([CH2:19][N:20]4[CH2:25][CH2:24][CH:23]([C:26]5[CH:27]=[C:28]([NH:32][C:33](=[O:37])[CH:34]([CH3:35])[CH3:36])[CH:29]=[CH:30][CH:31]=5)[CH2:22][CH2:21]4)[CH:15]=[CH:16][CH:17]=3)[CH:12]=[CH:11]2)[CH:7]=[CH:6][CH:5]=1. The reactants are ClC1=CC=C(C=C1)C1=C(N(C(=C1)C(F)(F)F)O)C(F)(F)F (3-(p-chlorophenyl)-2,5-bis(trifluoromethyl)-1-hydroxypyrrole). Reagents/catalysts: [Zn] (Zinc). Run in C(C)(=O)O (acetic acid). Yields the product ClC1=CC=C(C=C1)C1=C(NC(=C1)C(F)(F)F)C(F)(F)F (3-(p-Chlorophenyl)-2,5-bis(trifluoromethyl)pyrrole). Yield: 94.3%. Reaction SMILES: [Cl:1][C:2]1[CH:7]=[CH:6][C:5]([C:8]2[CH:12]=[C:11]([C:13]([F:16])([F:15])[F:14])[N:10](O)[C:9]=2[C:18]([F:21])([F:20])[F:19])=[CH:4][CH:3]=1>[Zn].C(O)(=O)C>[Cl:1][C:2]1[CH:3]=[CH:4][C:5]([C:8]2[CH:12]=[C:11]([C:13]([F:14])([F:15])[F:16])[NH:10][C:9]=2[C:18]([F:21])([F:19])[F:20])=[CH:6][CH:7]=1. Reported procedure: Zinc dust (20 g, 0.3 mol) is added to a solution of 3-(p-chlorophenyl)-2,5-bis(trifluoromethyl)-1-hydroxypyrrole (7.5 g, 0.023 mol) and acetic acid (50 mL). The reaction mixture is refluxed for 1/2 hour, cooled to room temperature, filtered to remove solids, diluted with water and extracted with ether. The combined organic extracts are washed sequentially with water, sodium carbonate solution and brine, dried over anhydrous magnesium sulfate and concentrated in vacuo to give a pale red liquid (6... Starting materials: N1([C@H](CCC1=O)C(=O)N[C@@H](CC(C)C)C(=O)N1[C@H](C(=O)N)CCC1)C(=O)OCC1=CC=CC=C1 (Z-D-Glp-Leu-Pro-NH2), [H][H] (hydrogen). The solvent is CO (methanol). The product is N1[C@H](CCC1=O)C(=O)N[C@@H](CC(C)C)C(=O)N1[C@H](C(=O)N)CCC1 (D-Glp-Leu-Pro-NH2). Yield: 90.2%. Reagents/catalysts: [Pd] (palladium-on-carbon). RXN SMILES: [N:1]1(C(OCC2C=CC=CC=2)=O)[C:5](=[O:6])[CH2:4][CH2:3][C@@H:2]1[C:7]([NH:9][C@H:10]([C:15]([N:17]1[CH2:24][CH2:23][CH2:22][C@H:18]1[C:19]([NH2:21])=[O:20])=[O:16])[CH2:11][CH:12]([CH3:14])[CH3:13])=[O:8].[H][H]>CO.[Pd]>[NH:1]1[C:5](=[O:6])[CH2:4][CH2:3][C@@H:2]1[C:7]([NH:9][C@H:10]([C:15]([N:17]1[CH2:24][CH2:23][CH2:22][C@H:18]1[C:19]([NH2:21])=[O:20])=[O:16])[CH2:11][CH:12]([CH3:14])[CH3:13])=[O:8]. Procedure: 4.48 g (9.5 mmoles) of Z-D-Glp-Leu-Pro-NH2 are dissolved in 200 ml of methanol, 0.9 g of a 10% palladium-on-carbon catalyst are added to the solution, and hydrogen is bubbled through the mixture for one hour. The catalyst is filtered off, the filtrate is evaporated, and the amorphous residue is triturated with ether. The resulting 3.07 g of crude product are dissolved in water, the solution is decolourized, filtered, and the clear filtrate is freeze-dried. 2.90 g (90.5%) of D-Glp-Leu-Pro-NH2 are...